The task is: describe an organic reaction: reactants, conditions, products, and yield. This data is from the Open Reaction Database (ORD), a public repository of structured organic reaction records. Starting materials: ClC=1C(NN=CC1Cl)=O (4,5-dichloro-3(2H)-pyridazinone), ClCC(=C)C (3-chloro-2-methylpropene), C([O-])([O-])=O.[K+].[K+] (potassium carbonate). The solvent is CN(C=O)C (N,N-dimethylformamide). Reaction conditions: temperature 40 celsius, time 5 hour. Yields the product ClC=1C(N(N=CC1Cl)CC(=C)C)=O (4,5-dichloro-2-(2-methyl-2-propenyl)-3(2H)-pyridazinone). Yield: 36.9%. As a reaction SMILES: [Cl:1][C:2]1[C:3](=[O:9])[NH:4][N:5]=[CH:6][C:7]=1[Cl:8].Cl[CH2:11][C:12]([CH3:14])=[CH2:13].C(=O)([O-])[O-].[K+].[K+]>CN(C)C=O>[Cl:1][C:2]1[C:3](=[O:9])[N:4]([CH2:13][C:12]([CH3:14])=[CH2:11])[N:5]=[CH:6][C:7]=1[Cl:8] |f:2.3.4|. Procedure details: To 50 ml of N,N-dimethylformamide were suspended 10 g of 4,5-dichloro-3(2H)-pyridazinone, 27 g of 3-chloro-2-methylpropene and 8.4 g of potassium carbonate. The mixtured solution was stirred for 5 hours at 40° C. Then, the procedures in Preparation Example 2 were repeated to give 4.9 g of the intended compound. Yields the product C(#N)C=1C=CC(=NC1)NC(=O)N1CCCC2=CC(=C(N=C12)C(OC)OC)CN(C)C (N-(5-cyanopyridin-2-yl)-7-(dimethoxymethyl)-6-((dimethylamino)methyl)-3,4-dihydro-1,8-naphthyridine-1(2H)-carboxamide). Procedure details: To a solution of N-(5-cyanopyridin-2-yl)-7-(dimethoxymethyl)-6-formyl-3,4-dihydro-1,8-naphthyridine-1(2H)-carboxamide (intermediate 36, 25 mg, 0.066 mmol) and dimethylamine (7.9 M in water, 0.017 ml, 0.131 mmol) in DCM (0.5 ml) was added sodium triacetoxyborohydride (27.8 mg, 0.131 mmol). The reaction mixture was stirred at room temperature for 1 h, poured into sat. aq. NaHCO3 and extracted with DCM (3×). The combined organic phases were dried over Na2SO4, filtered and concentrated. The crude ma... Reaction conditions: time 1 hour. Run in C(Cl)Cl (DCM). Reaction SMILES: [C:1]([C:3]1[CH:4]=[CH:5][C:6]([NH:9][C:10]([N:12]2[C:21]3[C:16](=[CH:17][C:18]([CH:27]=O)=[C:19]([CH:22]([O:25][CH3:26])[O:23][CH3:24])[N:20]=3)[CH2:15][CH2:14][CH2:13]2)=[O:11])=[N:7][CH:8]=1)#[N:2].[CH3:29][NH:30][CH3:31].C(O[BH-](OC(=O)C)OC(=O)C)(=O)C.[Na+].C([O-])(O)=O.[Na+]>C(Cl)Cl>[C:1]([C:3]1[CH:4]=[CH:5][C:6]([NH:9][C:10]([N:12]2[C:21]3[C:16](=[CH:17][C:18]([CH2:27][N:30]([CH3:31])[CH3:29])=[C:19]([CH:22]([O:23][CH3:24])[O:25][CH3:26])[N:20]=3)[CH2:15][CH2:14][CH2:13]2)=[O:11])=[N:7][CH:8]=1)#[N:2] |f:2.3,4.5|. The reactants are C(=O)(O)[O-].[Na+] (NaHCO3), C(#N)C=1C=CC(=NC1)NC(=O)N1CCCC2=CC(=C(N=C12)C(OC)OC)C=O (N-(5-cyanopyridin-2-yl)-7-(dimethoxymethyl)-6-formyl-3,4-dihydro-1,8-naphthyridine-1(2H)-carboxamide), C(#N)C=1C=CC(=NC1)NC(=O)N1CCCC2=CC(=C(N=C12)C(OC)OC)C=O (N-(5-cyanopyridin-2-yl)-7-(dimethoxymethyl)-6-formyl-3,4-dihydro-1,8-naphthyridine-1(2H)-carboxamide), CNC (dimethylamine), C(C)(=O)O[BH-](OC(C)=O)OC(C)=O.[Na+] (sodium triacetoxyborohydride).